This data is from the Open Reaction Database (ORD), a public repository of structured organic reaction records. The task is: describe an organic reaction: reactants, conditions, products, and yield Reactants: CO, Cl, CCOC(=O)C(N)CCC1CCCCC1, [Na+], [OH-], O. Yields the product NC(CCC1CCCCC1)C(=O)[O-], [Na+]. As a reaction SMILES: [CH3:19][OH:20].[ClH:1].[NH2:2][CH:3]([C:4](=[O:5])[O:6][CH2:7][CH3:8])[CH2:9][CH2:10][CH:11]1[CH2:12][CH2:13][CH2:14][CH2:15][CH2:16]1.[Na+:18].[OH-:17].[OH2:21]>>[NH2:2][CH:3]([C:4](=[O:5])[O-:6])[CH2:9][CH2:10][CH:11]1[CH2:12][CH2:13][CH2:14][CH2:15][CH2:16]1.[Na+:18]. The reactants are C(C)(=O)N1CCC=2C=C3C(=CC12)C=CS3 (5-acetyl-6,7-dihydro-5H-thieno[2,3-f]indole), C(C)(=O)N1CCC2=CC(=CC=C12)SCC(OCC)OCC (1-Acetyl-5-(2,2-diethoxyethylthio)indoline). The reagents and catalysts are [Ti](Cl)(Cl)(Cl)Cl (titanium tetrachloride). Run in ClCCl (dichloromethane). Conditions: temperature 0 celsius, time 2 hour. Yields the product C(C)(=O)N1CCC2=CC(=CC=C12)SCC (N-Acetyl-5-ethylthioindoline). As a reaction SMILES: [C:1]([N:4]1[C:12]2[C:7](=[CH:8][C:9]([S:13][CH2:14][CH:15](OCC)OCC)=[CH:10][CH:11]=2)[CH2:6][CH2:5]1)(=[O:3])[CH3:2].C(N1C2C=C3C=CSC3=CC=2CC1)(=O)C>ClCCl.[Ti](Cl)(Cl)(Cl)Cl>[C:1]([N:4]1[C:12]2[C:7](=[CH:8][C:9]([S:13][CH2:14][CH3:15])=[CH:10][CH:11]=2)[CH2:6][CH2:5]1)(=[O:3])[CH3:2]. Procedure: To a solution of acetal (D5, 2.14 g, 6.9 mmol) in dry dichloromethane (80 ml) at -78° C. was added titanium tetrachloride (1.48 ml, 13.85 mmol) dropwise by syringe. The mixture was stirred for 2 h at -78° C., 2 h at 0° C. and then overnight at room temperature. The mixture was then washed with water, saturated sodium bicarbonate solution, then water again, dried and evaporated. The residue was taken up in hot dichloromethane and petrol was added to precipitate polar material as a gum. The liquor...